This data is from the Open Reaction Database (ORD), a public repository of structured organic reaction records. The task is: describe an organic reaction: reactants, conditions, products, and yield Reactants: [O-]CC.[Na+] (sodium ethoxide), [Na] (sodium), N(=O)OCCC(C)C (isoamyl nitrite), C(C1=CC=CC=C1)(=O)C=1C=C(C=CC1)CC#N (2-(3-benzoylphenyl)acetonitrile). The solvent is C(C)O (ethanol), C(C)O (ethanol), C(C)(=O)OCC (ethyl acetate). Conditions: time 15 hour. Yields the product C(C1=CC=CC=C1)(=O)C=1C=C(C=CC1)C(C#N)=NO (2-(3-benzoylphenyl)-2-(hydroxyimino)acetonitrile). The yield is 99.0%. Reaction SMILES: [O-]CC.[Na+].[Na].[C:6]([C:14]1[CH:15]=[C:16]([CH2:20][C:21]#[N:22])[CH:17]=[CH:18][CH:19]=1)(=[O:13])[C:7]1[CH:12]=[CH:11][CH:10]=[CH:9][CH:8]=1.[N:23](OCCC(C)C)=[O:24]>C(O)C.C(OCC)(=O)C>[C:6]([C:14]1[CH:15]=[C:16]([C:20](=[N:23][OH:24])[C:21]#[N:22])[CH:17]=[CH:18][CH:19]=1)(=[O:13])[C:7]1[CH:8]=[CH:9][CH:10]=[CH:11][CH:12]=1 |f:0.1,^1:4|. Reported procedure: To a solution of sodium ethoxide prepared from sodium (1.70 g) and ethanol (40 ml) was added dropwise a solution of 2-(3-benzoylphenyl)acetonitrile (13.6 g) in ethanol (30 ml) at 0° C., and then isoamyl nitrite (12.4 ml) was added dropwise. After stirring at room temperature for 15 hours, the reaction mixture was diluted with ethyl acetate and washed successively with 1N hydrochloric acid and an aqueous saturated solution of sodium chloride. The ethyl acetate layer was dried (MgSO4) and concentr...